From a dataset of the Open Reaction Database (ORD), a public repository of structured organic reaction records. describe an organic reaction: reactants, conditions, products, and yield Reaction SMILES: [CH3:15][I:16].[ClH:22].[F:1][c:2]1[cH:3][c:4]2[c:5]([CH:11]=[O:12])[cH:6][nH:7][c:8]2[cH:9][cH:10]1.[H-:13].[Na+:14].[O:17]=[CH:18][N:19]([CH3:20])[CH3:21]>>[F:1][c:2]1[cH:3][c:4]2[c:5]([CH:11]=[O:12])[cH:6][n:7]([CH3:15])[c:8]2[cH:9][cH:10]1. Starting materials: CI, Cl, O=Cc1c[nH]c2ccc(F)cc12, [H-], [Na+], CN(C)C=O. Yields the product Cn1cc(C=O)c2cc(F)ccc21. Reactants: CCO, [Cl-], [Fe], CC(=O)c1cc2cc([N+](=O)[O-])ccc2o1, [NH4+], O. The product is CC(=O)c1cc2cc(N)ccc2o1. As a reaction SMILES: [CH3:18][CH2:19][OH:20].[Cl-:16].[Fe:22].[N+:1]([O-:2])(=[O:3])[c:4]1[cH:5][cH:6][c:7]2[c:8]([cH:9][c:10]([C:12]([CH3:13])=[O:14])[o:11]2)[cH:15]1.[NH4+:17].[OH2:21]>>[NH2:1][c:4]1[cH:5][cH:6][c:7]2[c:8]([cH:9][c:10]([C:12]([CH3:13])=[O:14])[o:11]2)[cH:15]1. Solvent: C1CCOC1 (THF), CN(C)C=O (DMF). RXN SMILES: [C:1]1([C:7]([NH:20][CH2:21][CH:22]2[CH2:24][CH:23]2[CH2:25][OH:26])([C:14]2[CH:19]=[CH:18][CH:17]=[CH:16][CH:15]=2)[C:8]2[CH:13]=[CH:12][CH:11]=[CH:10][CH:9]=2)[CH:6]=[CH:5][CH:4]=[CH:3][CH:2]=1.[H-].[Na+].[O:29]1[C:33]2[CH:34]=[CH:35][CH:36]=[CH:37][C:32]=2[N:31]=[C:30]1[C:38]1[CH:45]=[CH:44][C:41]([CH2:42]Br)=[CH:40][CH:39]=1.[I-].[K+]>C1COCC1.CN(C=O)C>[C:1]1([C:7]([NH:20][CH2:21][C@@H:22]2[CH2:24][C@H:23]2[CH2:25][O:26][CH2:42][C:41]2[CH:44]=[CH:45][C:38]([C:30]3[O:29][C:33]4[CH:34]=[CH:35][CH:36]=[CH:37][C:32]=4[N:31]=3)=[CH:39][CH:40]=2)([C:8]2[CH:13]=[CH:12][CH:11]=[CH:10][CH:9]=2)[C:14]2[CH:19]=[CH:18][CH:17]=[CH:16][CH:15]=2)[CH:2]=[CH:3][CH:4]=[CH:5][CH:6]=1 |f:1.2,4.5|. Procedure: To a mixture of 2-triphenylmethylaminomethyl-1-hydroxymethylcyclopropane (0.338 g; 0.984 mmol) in 30 ml THF and 5 ml DMF is added sodium hydride (60%; 0.059 g; 1.48 mmol) followed by 4-(benzoxazol-2-yl)benzyl bromide (0.255 g; 0.886 mmol) and a pinch of potassium iodide. This is stirred overnight, quenched with water, concentrated in vacuo and flash chromatographed using hexane:ethyl-acetate; 7:1 to obtain trans-2-triphenylmethylaminomethyl-[4-(benzoxazol-2-yl)-benzyloxymethyl]cyclopropane as a ... Run at time 8 hour. Reactants: C1(=CC=CC=C1)C(C1=CC=CC=C1)(C1=CC=CC=C1)NCC1C(C1)CO (2-triphenylmethylaminomethyl-1-hydroxymethylcyclopropane), [I-].[K+] (potassium iodide), [H-].[Na+] (sodium hydride), O1C(=NC2=C1C=CC=C2)C2=CC=C(CBr)C=C2 (4-(benzoxazol-2-yl)benzyl bromide). Yields the product C1(=CC=CC=C1)C(C1=CC=CC=C1)(C1=CC=CC=C1)NC[C@H]1[C@@H](C1)COCC1=CC=C(C=C1)C=1OC2=C(N1)C=CC=C2 (trans-2-triphenylmethylaminomethyl-[4-(benzoxazol-2-yl)-benzyloxymethyl]cyclopropane).